This data is from the Open Reaction Database (ORD), a public repository of structured organic reaction records. The task is: describe an organic reaction: reactants, conditions, products, and yield The reactants are BrCCOC1OCCCC1 (2-(2-bromoethoxy)tetrahydro-2H-pyran), N1C=CC=2C(=CC=CC12)C(=O)OC (Methyl indole-4-carboxylate), CC=1NC2=CC=C(C=C2C1C)C(=O)[O-] (2,3-dimethyl-1H-indole-5-carboxylate). Yields the product CC=1N(C2=CC=C(C=C2C1C)C(=O)O)CCOC1OCCCC1 (2,3-Dimethyl-1-[2-(tetrahydro-pyran-2-yloxy)-ethyl]-1H-indole-5-carboxylic acid). RXN SMILES: Br[CH2:2][CH2:3][O:4][CH:5]1[CH2:10][CH2:9][CH2:8][CH2:7][O:6]1.N1C2C=CC=C(C(OC)=O)C=2C=C1.[CH3:24][C:25]1[NH:26][C:27]2[C:32]([C:33]=1[CH3:34])=[CH:31][C:30]([C:35]([O-:37])=[O:36])=[CH:29][CH:28]=2>>[CH3:24][C:25]1[N:26]([CH2:2][CH2:3][O:4][CH:5]2[CH2:10][CH2:9][CH2:8][CH2:7][O:6]2)[C:27]2[C:32]([C:33]=1[CH3:34])=[CH:31][C:30]([C:35]([OH:37])=[O:36])=[CH:29][CH:28]=2. Reported procedure: This compound is prepared analogously to Intermediate AO replacing (2-bromoethoxy)benzene with (2-(2-bromoethoxy)tetrahydro-2H-pyran and replacing Methyl indole-4-carboxylate with 2,3-dimethyl-1H-indole-5-carboxylate; [M+H]+ 318